This data is from the Open Reaction Database (ORD), a public repository of structured organic reaction records. The task is: describe an organic reaction: reactants, conditions, products, and yield Yields the product COc1cccc(Cl)c1C. Starting materials: O=C([O-])[O-], CI, Cc1c(O)cccc1Cl, [K+], [K+], CN(C)C=O. As a reaction SMILES: [C:10](=[O:11])([O-:12])[O-:13].[CH3:16][I:17].[Cl:1][c:2]1[c:3]([CH3:9])[c:4]([OH:8])[cH:5][cH:6][cH:7]1.[K+:14].[K+:15].[O:18]=[CH:19][N:20]([CH3:21])[CH3:22]>>[Cl:1][c:2]1[c:3]([CH3:9])[c:4]([O:8][CH3:10])[cH:5][cH:6][cH:7]1. Starting materials: C(C)OC(=O)C1=NN(C(=C1)C(=O)OCC)CC(NC1=NC=C(C=C1)Cl)=O (1-[(5-Chloro-pyridin-2-ylcarbamoyl)-methyl]-1H-pyrazole-3,5-dicarboxylic acid diethyl ester), Cl (HCl). Solvent: C1CCOC1 (THF), O (H2O), [OH-].[Na+] (NaOH). Reaction conditions: time 16 hour. Product: C(C)OC(=O)C1=NN(C(=C1)C(=O)O)CC(NC1=NC=C(C=C1)Cl)=O (1-[(5-Chloro-pyridin-2-ylcarbamoyl)-methyl]-1H-pyrazole-3,5-dicarboxylic acid 3-ethyl ester). As a reaction SMILES: [CH2:1]([O:3][C:4]([C:6]1[CH:10]=[C:9]([C:11]([O:13]CC)=[O:12])[N:8]([CH2:16][C:17](=[O:26])[NH:18][C:19]2[CH:24]=[CH:23][C:22]([Cl:25])=[CH:21][N:20]=2)[N:7]=1)=[O:5])[CH3:2].Cl>C1COCC1.O.[OH-].[Na+]>[CH2:1]([O:3][C:4]([C:6]1[CH:10]=[C:9]([C:11]([OH:13])=[O:12])[N:8]([CH2:16][C:17](=[O:26])[NH:18][C:19]2[CH:24]=[CH:23][C:22]([Cl:25])=[CH:21][N:20]=2)[N:7]=1)=[O:5])[CH3:2] |f:4.5|. Procedure: To a solution of 8 g 1-[(5-Chloro-pyridin-2-ylcarbamoyl)-methyl]-1H-pyrazole-3,5-dicarboxylic acid diethyl ester in 200 ml THF and 50 ml H2O 17.2 ml IN NaOH is added. After standing for 16 h, the solution was acidified using 1 N HCl. THF was removed in vacuo and water was removed by lyophilization. The residue was purified by chromatography on silica gel using ethyl acetate followed by CH2Cl2/MeOH/HOAC/H2O=9/1/0.1/0.1. The fractions containing the product were evaporated and lyophilized to give ... Starting materials: CCO, Clc1ccc(Cl)c(-c2nc3ccccc3[nH]2)n1, N. Product: Nc1ccc(Cl)c(-c2nc3ccccc3[nH]2)n1. Reaction SMILES: [CH3:19][CH2:20][OH:21].[Cl:1][c:2]1[c:3](-[c:9]2[n:10][c:11]3[c:12]([nH:13]2)[cH:14][cH:15][cH:16][cH:17]3)[n:4][c:5]([Cl:8])[cH:6][cH:7]1.[NH3:18]>>[Cl:1][c:2]1[c:3](-[c:9]2[nH:10][c:11]3[c:12]([n:13]2)[cH:14][cH:15][cH:16][cH:17]3)[n:4][c:5]([NH2:18])[cH:6][cH:7]1. Reactants: [Cl-], CC(C)(COS(=O)(=O)CCCCl)C(OCc1ccccc1)C(=O)O, O=C(Cl)C(=O)Cl, ClCCl, OCCN1CCOCC1, c1ccncc1. The product is CC(C)(COS(=O)(=O)CCCCl)C(OCc1ccccc1)C(=O)OCCN1CCOCC1. Reaction SMILES: [Cl-:46].[Cl:1][CH2:2][CH2:3][CH2:4][S:5](=[O:6])(=[O:7])[O:8][CH2:9][C:10]([CH:11]([C:12](=[O:13])[OH:14])[O:15][CH2:16][c:17]1[cH:18][cH:19][cH:20][cH:21][cH:22]1)([CH3:23])[CH3:24].[Cl:25][C:26]([C:27]([Cl:28])=[O:29])=[O:30].[Cl:47][CH2:48][Cl:49].[O:31]1[CH2:32][CH2:33][N:34]([CH2:37][CH2:38][OH:39])[CH2:35][CH2:36]1.[cH:40]1[cH:41][cH:42][n:43][cH:44][cH:45]1>>[Cl:1][CH2:2][CH2:3][CH2:4][S:5](=[O:6])(=[O:7])[O:8][CH2:9][C:10]([CH:11]([C:12](=[O:13])[O:14][CH2:38][CH2:37][N:34]1[CH2:33][CH2:32][O:31][CH2:36][CH2:35]1)[O:15][CH2:16][c:17]1[cH:18][cH:19][cH:20][cH:21][cH:22]1)([CH3:23])[CH3:24]. Reactants: Cl.C(C)N(CCCOC1=CC=C(C=C1)[N+](=O)[O-])CC (N,N-diethyl-3-(4-nitrophenoxy)propanamine hydrochloride), [H][H] (hydrogen). The reagents and catalysts are [Pd] (palladium on carbon). The solvent is CO (methanol). The product is Cl.Cl.C(C)N(CCCOC1=CC=C(C=C1)N)CC (4-[3-(Diethylamino)propoxy)benzenamine dihydrochloride). Reaction SMILES: [ClH:1].[CH2:2]([N:4]([CH2:18][CH3:19])[CH2:5][CH2:6][CH2:7][O:8][C:9]1[CH:14]=[CH:13][C:12]([N+:15]([O-])=O)=[CH:11][CH:10]=1)[CH3:3].[H][H]>CO.[Pd]>[ClH:1].[ClH:1].[CH2:18]([N:4]([CH2:2][CH3:3])[CH2:5][CH2:6][CH2:7][O:8][C:9]1[CH:10]=[CH:11][C:12]([NH2:15])=[CH:13][CH:14]=1)[CH3:19] |f:0.1,5.6.7|. Procedure details: Hydrogenate a solution of 8.5 g (29.4 mmol) of N,N-diethyl-3-(4-nitrophenoxy)propanamine hydrochloride in 100 mL of methanol over 0.92 g of 10% palladium on carbon catalyst at 40-45 psi at room temperature. When hydrogen uptake ceases remove the catalyst by filtration and add 5 mL of concentrated hydrochloric acid. Remove the solvent in vacuo. Recrystallize the residue from ethanol to obtain the title compound.